From a dataset of the Open Reaction Database (ORD), a public repository of structured organic reaction records. describe an organic reaction: reactants, conditions, products, and yield RXN SMILES: [CH3:1][O:2][C:3]1[CH:4]=[C:5]([C:9]2[S:13][C:12]([CH3:14])=[N:11][C:10]=2[C:15]([OH:17])=O)[CH:6]=[CH:7][CH:8]=1.[NH:18]1[CH2:23][CH2:22][CH2:21][C@@H:20]([NH:24][C:25]([C:27]2[N:34]3[C:30]([S:31][CH:32]=[CH:33]3)=[N:29][C:28]=2[CH3:35])=[O:26])[CH2:19]1>>[CH3:1][O:2][C:3]1[CH:4]=[C:5]([C:9]2[S:13][C:12]([CH3:14])=[N:11][C:10]=2[C:15]([N:18]2[CH2:23][CH2:22][CH2:21][C@@H:20]([NH:24][C:25]([C:27]3[N:34]4[C:30]([S:31][CH:32]=[CH:33]4)=[N:29][C:28]=3[CH3:35])=[O:26])[CH2:19]2)=[O:17])[CH:6]=[CH:7][CH:8]=1. Product: COC=1C=C(C=CC1)C1=C(N=C(S1)C)C(=O)N1C[C@@H](CCC1)NC(=O)C1=C(N=C2SC=CN21)C ((R)-6-Methyl-imidazo[2,1-b]thiazole-5-carboxylic acid{1-[5-(3-methoxy-phenyl)-2-methyl-thiazole-4-carbonyl]-piperidin-3-yl}-amide). Reactants: COC=1C=C(C=CC1)C1=C(N=C(S1)C)C(=O)O (5-(3-methoxy-phenyl)-2-methyl-thiazole-4-carboxylic acid), N1C[C@@H](CCC1)NC(=O)C1=C(N=C2SC=CN21)C ((R)-6-methyl-imidazo[2,1-b]-thiazole-5-carboxylic acid-piperidin-3-ylamide). Procedure: prepared by reaction of 5-(3-methoxy-phenyl)-2-methyl-thiazole-4-carboxylic acid with (R)-6-methyl-imidazo[2,1-b]-thiazole-5-carboxylic acid-piperidin-3-ylamide. Conditions: time 3 hour. Yields the product C(C)(C)O[Si](CC[Si](OC(C)C)(OC(C)C)OC(C)C)(OC(C)C)OC(C)C (1,2-bis(triisopropoxysilyl)ethane), C(C)(C)O[Si](OC(C)C)(OC(C)C)OC(C)C (tetraisopropoxysilane). Reaction SMILES: [SiH4].[CH:2]([O:5][SiH:6]([O:11][CH:12]([CH3:14])[CH3:13])[O:7][CH:8]([CH3:10])[CH3:9])([CH3:4])[CH3:3].[CH:15]([Si:17]([O:26][CH:27]([CH3:29])[CH3:28])([O:22][CH:23]([CH3:25])[CH3:24])[O:18][CH:19]([CH3:21])[CH3:20])=[CH2:16]>>[CH:8]([O:7][Si:6]([O:5][CH:2]([CH3:4])[CH3:3])([O:11][CH:12]([CH3:14])[CH3:13])[CH2:16][CH2:15][Si:17]([O:18][CH:19]([CH3:20])[CH3:21])([O:22][CH:23]([CH3:25])[CH3:24])[O:26][CH:27]([CH3:28])[CH3:29])([CH3:10])[CH3:9].[CH:8]([O:7][Si:6]([O:18][CH:19]([CH3:21])[CH3:20])([O:5][CH:2]([CH3:4])[CH3:3])[O:11][CH:12]([CH3:14])[CH3:13])([CH3:10])[CH3:9]. Reported procedure: The reaction was carried out as in Comparative Example 5 except that the starting silane used was triisopropoxysilane, a secondary alkoxysilane, and the reaction temperature was maintained at 140° C. After three hours the reaction was complete as monitored by GPC. The major product formed was vinyltriisopropoxysilane (95%). 1,2-bis(triisopropoxysilyl)ethane (3%) and tetraisopropoxysilane (2%) by-products were also formed. Isolated yield 2.0%. The reactants are secondary alkoxysilane, C(=C)[Si](OC(C)C)(OC(C)C)OC(C)C (vinyltriisopropoxysilane), [SiH4] (silane), C(C)(C)O[SiH](OC(C)C)OC(C)C (triisopropoxysilane).